Dataset: the Open Reaction Database (ORD), a public repository of structured organic reaction records. Task: describe an organic reaction: reactants, conditions, products, and yield The reactants are O=C1CCCc2ccc(Br)cc21, C1CCOC1, CC(C)(C)S(N)=O, CCOC(C)=O, CC[O-], CC[O-], CC[O-], CC[O-], [Na+], O=C([O-])O, O, [Ti+4]. Product: CC(C)(C)S(=O)N=C1CCCc2ccc(Br)cc21. As a reaction SMILES: [Br:1][c:2]1[cH:3][cH:4][c:5]2[c:10]([cH:11]1)[C:9](=[O:12])[CH2:8][CH2:7][CH2:6]2.[CH2:31]1[O:32][CH2:33][CH2:34][CH2:35]1.[CH3:13][C:14]([CH3:15])([CH3:16])[S:17](=[O:18])[NH2:19].[CH3:20][CH2:21][O:22][C:23]([CH3:24])=[O:25].[CH3:36][CH2:37][O-:38].[CH3:40][CH2:41][O-:42].[CH3:43][CH2:44][O-:45].[CH3:46][CH2:47][O-:48].[Na+:30].[O-:26][C:27]([OH:28])=[O:29].[OH2:49].[Ti+4:39]>>[Br:1][c:2]1[cH:3][cH:4][c:5]2[c:10]([cH:11]1)[C:9](=[N:19][S:17]([C:14]([CH3:13])([CH3:15])[CH3:16])=[O:18])[CH2:8][CH2:7][CH2:6]2. The reactants are COc1ccc(CCC(=O)c2cc(F)ccc2O)cc1OC, CO, N. RXN SMILES: [CH3:1][O:2][c:3]1[cH:4][c:5]([CH2:11][CH2:12][C:13](=[O:14])[c:15]2[c:16]([OH:22])[cH:17][cH:18][c:19]([F:21])[cH:20]2)[cH:6][cH:7][c:8]1[O:9][CH3:10].[CH3:24][OH:25].[NH3:23]>>[CH3:1][O:2][c:3]1[cH:4][c:5]([CH2:11][CH2:12][C:13]([c:15]2[c:16]([OH:22])[cH:17][cH:18][c:19]([F:21])[cH:20]2)=[NH:23])[cH:6][cH:7][c:8]1[O:9][CH3:10]. Product: COc1ccc(CCC(=N)c2cc(F)ccc2O)cc1OC.